This data is from the Open Reaction Database (ORD), a public repository of structured organic reaction records. The task is: describe an organic reaction: reactants, conditions, products, and yield The reactants are C(CCCCCCCCCCCN)N (1,12-dodecanediamine), diamine, C1(CCCCC1)N=C=O (cyclohexyl isocyanate), C1(=CC=CC=C1)C (toluene), [N-]=C=O (isocyanate). Solvent: C1CCOC1.C1(=CC=CC=C1)C (THF toluene), C1CCOC1.C1(=CC=CC=C1)C (THF toluene). Run at temperature 40 celsius. Yields the product C1(CCCCC1)NC(NCCCCCCCCCCCCNC(NC1CCCCC1)=O)=O (1,18-dicyclohexyl-1,3,16,18-tetraaza-2,17-octadecanedione). RXN SMILES: [CH:1]1([N:7]=[C:8]=[O:9])[CH2:6][CH2:5][CH2:4][CH2:3][CH2:2]1.[CH2:10]([NH2:23])[CH2:11][CH2:12][CH2:13][CH2:14][CH2:15][CH2:16][CH2:17][CH2:18][CH2:19][CH2:20][CH2:21][NH2:22].[N-:24]=[C:25]=[O:26].[C:27]1(C)[CH:32]=[CH:31][CH:30]=[CH:29][CH:28]=1>C1COCC1.C1(C)C=CC=CC=1>[CH:1]1([NH:7][C:8](=[O:9])[NH:23][CH2:10][CH2:11][CH2:12][CH2:13][CH2:14][CH2:15][CH2:16][CH2:17][CH2:18][CH2:19][CH2:20][CH2:21][NH:22][C:25](=[O:26])[NH:24][CH:27]2[CH2:32][CH2:31][CH2:30][CH2:29][CH2:28]2)[CH2:6][CH2:5][CH2:4][CH2:3][CH2:2]1 |f:4.5|. Procedure details: 30.04 gm (0.240 mole) of cyclohexyl isocyanate was dissolved in 400 mL of 1:1 THF/toluene in a 1000 mL round bottom, 3-neck flask equipped with a thermometer, magnetic stirrer, pressure equalizing dropping funnel, nitrogen purge and heating mantle. The solution in the flask was heated to 40° C. 24.04 gm (0.240 mole) of 1,12-dodecanediamine was dissolved in 400 mL of 1:1 THF/toluene and slowly dropped into the stirred, heated solution of isocyanate. After addition of the diamine, an additional 10... Reactants: BrC=1C(=NN(C1)C)C(=O)N(C)OC (4-bromo-N-methoxy-N,1-dimethyl-1H-pyrazole-3-carboxamide), ClC1=CC=C(C=C1)[Mg]Br ((4-chlorophenyl)magnesium bromide). Run in O1CCCC1 (tetrahydrofuran), O1CCCC1 (tetrahydrofuran). Conditions: time 2 hour. The product is BrC=1C(=NN(C1)C)C(=O)C1=CC=C(C=C1)Cl ((4-bromo-1-methyl-1H-pyrazol-3-yl)(4-chlorophenyl)methanone). Yield: 84.0%. Reaction SMILES: [Br:1][C:2]1[C:3]([C:8](N(OC)C)=[O:9])=[N:4][N:5]([CH3:7])[CH:6]=1.[Cl:14][C:15]1[CH:20]=[CH:19][C:18]([Mg]Br)=[CH:17][CH:16]=1>O1CCCC1>[Br:1][C:2]1[C:3]([C:8]([C:18]2[CH:19]=[CH:20][C:15]([Cl:14])=[CH:16][CH:17]=2)=[O:9])=[N:4][N:5]([CH3:7])[CH:6]=1. Reported procedure: To a solution of compound 4-bromo-N-methoxy-N,1-dimethyl-1H-pyrazole-3-carboxamide (1.0 g, 4 mmol) in anhydrous tetrahydrofuran (20 mL) under nitrogen atmosphere was added (4-chlorophenyl)magnesium bromide (8 mL) in tetrahydrofuran (1 M) at 0° C., The resulting mixture was stirred for 2 h at room temperature. The reaction was quenched by saturated solution of ammonium chloride, and dichloromethane (100 mL) was added, the separated organic layer was dried over anhydrous sodium sulfate and concent...